Dataset: the Open Reaction Database (ORD), a public repository of structured organic reaction records. Task: describe an organic reaction: reactants, conditions, products, and yield Reactants: C([C@H](O)[C@@H](O)[C@H](O)CO)O (xylitol), ClC=C(Cl)Cl (trichloroethylene), ClC1=CC=C(C=O)C=C1 (p-chlorobenzaldehyde), S(O)(O)(=O)=O (sulfuric acid). Solvent: O1CCOCC1 (dioxane). Yields the product ClC1=CC=C(C=C([C@H]([C@@H]([C@H](C(O)=CC2=CC=C(C=C2)Cl)O)O)O)O)C=C1 (di-(p-chlorobenzylidene)xylitol). Isolated yield 92.0%. As a reaction SMILES: [CH2:1]([OH:10])[C@@H:2]([C@H:4]([C@@H:6]([CH2:8][OH:9])[OH:7])[OH:5])[OH:3].[Cl:11][C:12]1[CH:19]=[CH:18][C:15]([CH:16]=O)=[CH:14][CH:13]=1.S(=O)(=O)(O)O.Cl[CH:26]=[C:27]([Cl:29])Cl>O1CCOCC1>[Cl:11][C:12]1[CH:19]=[CH:18][C:15]([CH:16]=[C:8]([OH:9])[C@@H:6]([OH:7])[C@H:4]([OH:5])[C@@H:2]([OH:3])[C:1](=[CH:18][C:15]2[CH:14]=[CH:13][C:27]([Cl:29])=[CH:26][CH:16]=2)[OH:10])=[CH:14][CH:13]=1. Procedure: A powdery reaction mixture is obtained in the same manner as in Example 8 with the exception of using 24.0 g of xylitol, 41.5 g of p-chlorobenzaldehyde, 0.5 g of 50% sulfuric acid, 60 ml of trichloroethylene and 18 ml of dioxane. The mixture is similarly after-treated, affording di-(p-chlorobenzylidene)xylitol in a yield of 92% with a purity of 97%. Starting materials: [B-](F)(F)(F)F.[B-](F)(F)(F)F.C1C[N+]2(CC[N+]1(CC2)CCl)F (SELECTFLUOR), C(C)N1N=CC(=C1)C1=NC(=CC2=C1C(NC2)=O)N[C@H]2[C@H](CCCC2)NC(OC(C)(C)C)=O (tert-Butyl (1S,2R)-2-(4-(1-ethyl-1H-pyrazol-4-yl)-3-oxo-2,3-dihydro-1H-pyrrolo[3,4-c]pyridin-6-ylamino)cyclohexylcarbamate), [B-](F)(F)(F)F.[B-](F)(F)(F)F.C1C[N+]2(CC[N+]1(CC2)CCl)F (SELECTFLUOR). Run in C(Cl)Cl (DCM). Run at time 2 hour. Yields the product C(C)N1N=CC(=C1)C1=NC(=C(C2=C1C(NC2)=O)F)N[C@H]2[C@H](CCCC2)NC(OC(C)(C)C)=O (tert-Butyl (1S,2R)-2-(4-(1-ethyl-1H-pyrazol-4-yl)-7-fluoro-3-oxo-2,3-dihydro-1H-pyrrolo[3,4-c]pyridin-6-ylamino)cyclohexylcarbamate). Isolated yield 28.0%. RXN SMILES: [CH2:1]([N:3]1[CH:7]=[C:6]([C:8]2[C:13]3[C:14](=[O:17])[NH:15][CH2:16][C:12]=3[CH:11]=[C:10]([NH:18][C@@H:19]3[CH2:24][CH2:23][CH2:22][CH2:21][C@@H:20]3[NH:25][C:26](=[O:32])[O:27][C:28]([CH3:31])([CH3:30])[CH3:29])[N:9]=2)[CH:5]=[N:4]1)[CH3:2].[B-](F)(F)(F)[F:34].[B-](F)(F)(F)F.C1[N+]2(CCl)CC[N+](F)(CC2)C1>C(Cl)Cl>[CH2:1]([N:3]1[CH:7]=[C:6]([C:8]2[C:13]3[C:14](=[O:17])[NH:15][CH2:16][C:12]=3[C:11]([F:34])=[C:10]([NH:18][C@@H:19]3[CH2:24][CH2:23][CH2:22][CH2:21][C@@H:20]3[NH:25][C:26](=[O:32])[O:27][C:28]([CH3:31])([CH3:30])[CH3:29])[N:9]=2)[CH:5]=[N:4]1)[CH3:2] |f:1.2.3|. Procedure details: A solution of tert-Butyl (1S,2R)-2-(4-(1-ethyl-1H-pyrazol-4-yl)-3-oxo-2,3-dihydro-1H-pyrrolo[3,4-c]pyridin-6-ylamino)cyclohexylcarbamate (69.7 mg, 0.158 mmol) in DCM (5 mL) was cooled to 0° C. SELECTFLUOR® (84 mg, 0.237 mmol) was added. The mixture was left stirring in an ice bath and was allowed to warm slowly to RT with stirring overnight. Additional SELECTFLUOR® (2 eq) was added and the reaction was stopped after 2 h. After removal of solvent, the residue was diluted with EtOAc (10 mL) and wa... The reactants are ice water, solution, I(=O)(=O)(=O)[O-].[Na+] (sodium metaperiodate), CSCCS(=O)(=O)NCCCC1=CC=C(C=C1)C=1C=CC(NN1)=O (6-[4-(3-(2-methylthioethyl)sulfonylaminopropyl)phenyl]pyridazin-3(2H)-one). The solvent is C(C)(=O)O (acetic acid). Reaction conditions: time 1.5 hour. Yields the product CS(=O)CCS(=O)(=O)NCCCC1=CC=C(C=C1)C=1C=CC(NN1)=O (6-[4-(3-(2-methylsulfinylethyl)sulfonylaminopropyl)phenyl]pyridazin-3(2H)-one). The yield is 89.4%. RXN SMILES: I([O-])(=O)(=O)=[O:2].[Na+].[CH3:7][S:8][CH2:9][CH2:10][S:11]([NH:14][CH2:15][CH2:16][CH2:17][C:18]1[CH:23]=[CH:22][C:21]([C:24]2[CH:25]=[CH:26][C:27](=[O:30])[NH:28][N:29]=2)=[CH:20][CH:19]=1)(=[O:13])=[O:12]>C(O)(=O)C>[CH3:7][S:8]([CH2:9][CH2:10][S:11]([NH:14][CH2:15][CH2:16][CH2:17][C:18]1[CH:23]=[CH:22][C:21]([C:24]2[CH:25]=[CH:26][C:27](=[O:30])[NH:28][N:29]=2)=[CH:20][CH:19]=1)(=[O:13])=[O:12])=[O:2] |f:0.1|. Reported procedure: An aqueous solution (25 ml) containing 3.20 g of sodium metaperiodate was added dropwise to an acetic acid suspension (100 ml) containing 5.36 g of 6-[4-(3-(2-methylthioethyl)sulfonylaminopropyl)phenyl]pyridazin-3(2H)-one, and the mixture was stirred at room temperature for 1.5 hours. The reaction mixture was poured into ice water, and precipitated crystal was collected by filtration and dried to obtain 5.00 g of 6-[4-(3-(2-methylsulfinylethyl)sulfonylaminopropyl)phenyl]pyridazin-3(2H)-one. Reaction SMILES: Br[C:2]1[C:3]2[CH:10]=[C:9]([C:11]3[N:15]([CH3:16])[N:14]=[N:13][N:12]=3)[CH:8]=[CH:7][C:4]=2[S:5][CH:6]=1.[C-:17]#[N:18].[Na+].O.[CH3:21]S(C)=O>>[C:17]([CH2:21][C:2]1[C:3]2[CH:10]=[C:9]([C:11]3[N:15]([CH3:16])[N:14]=[N:13][N:12]=3)[CH:8]=[CH:7][C:4]=2[S:5][CH:6]=1)#[N:18] |f:1.2|. Yields the product C(#N)CC=1C2=C(SC1)C=CC(=C2)C2=NN=NN2C (3-Cyanomethyl-5-(1-methyltetrazol-5-yl)benzo[b]thiophene). The yield is 4.0%. Starting materials: BrC=1C2=C(SC1)C=CC(=C2)C2=NN=NN2C (3-bromo-5-(1-methyltetrazol-5-yl)benzo[b]thiophene), [C-]#N.[Na+] (sodium cyanide), CS(=O)C (DMSO), O (water). Reported procedure: The crude 3-bromo-5-(1-methyltetrazol-5-yl)benzo[b]thiophene (0.504 g) was reacted with 97.7 mg (1.99 mmol) of sodium cyanide in 1.5 ml of DMSO at 100° C. for 2 h. After cooling, the reaction mixture was poured into water (25 ml) and extracted with dichloromethane (6×50 ml). The combined extracts were dried (Na2SO4) and evaporated in vacuo to leave 0.37 g. Chromatography on flash silica, eluting with 30-60% ethyl acetate/petroleum ether yielded 28.0 mg (4%) of the title product. δ (CDCl3) 4.00 (... Reactants: ClS(=O)(=O)C1=CC=C(C(=O)O)C=C1 (4-chlorosulfonylbenzoic acid), CN (methylamine). Solvent: C(Cl)Cl (DCM). Reaction conditions: time 8 hour. The product is CNS(=O)(=O)C1=CC=C(C(=O)O)C=C1 (4-methylsulfamoyl-benzoic acid). Reaction SMILES: Cl[S:2]([C:5]1[CH:13]=[CH:12][C:8]([C:9]([OH:11])=[O:10])=[CH:7][CH:6]=1)(=[O:4])=[O:3].[CH3:14][NH2:15]>C(Cl)Cl>[CH3:14][NH:15][S:2]([C:5]1[CH:13]=[CH:12][C:8]([C:9]([OH:11])=[O:10])=[CH:7][CH:6]=1)(=[O:4])=[O:3]. Reported procedure: To a solution of 4-chlorosulfonylbenzoic acid (5.8 g, 25.2 mmol) in DCM (200 mL), a solution of methylamine (52.15 mL, 2 M in THF) is added. The mixture is stirred overnight at it before the solvent is evaporated. The residue is dissolved in sat. aq. NH4Cl solution and extracted with EA. The organic extract is washed with water, dried over MgSO4, filtered and the solvent of the filtrate is evaporated to give 4-methylsulfamoyl-benzoic acid (3.77 g) as a white solid; LC-MS: tR=0.64 min.